This data is from the Open Reaction Database (ORD), a public repository of structured organic reaction records. The task is: describe an organic reaction: reactants, conditions, products, and yield Starting materials: ClC1=CC=C2C(=N1)C=C(N2CC2=CC(=CC=C2)Cl)C2=CC=NN2C2OCCCC2 (5-chloro-1-(3-chlorobenzyl)-2-[1-(tetrahydro-2H-pyran-2-yl)-1H-pyrazol-5-yl]-1H-pyrrolo[3,2-b]pyridine), N(NC(=O)OC(C)(C)C)C(=O)OC(C)(C)C (di-tert-butyl hydrazine-1,2-dicarboxylate), C(=O)([O-])[O-].[Cs+].[Cs+] (Cs2CO3), N(NC(=O)OC(C)(C)C)C(=O)OC(C)(C)C (di-tert-butyl hydrazine-1,2-dicarboxylate), C(=O)([O-])[O-].[Cs+].[Cs+] (Cs2CO3). The reagents and catalysts are C1(CCCCC1)P(C1=C(C=CC=C1)C1=C(C=C(C=C1C(C)C)C(C)C)C(C)C)C1CCCCC1.NC1=C(C=CC=C1)C1=C(C=CC=C1)[Pd]Cl (dicyclohexyl(2′,4′,6′-triisopropylbiphenyl-2-yl)phosphine (2′-aminobiphenyl-2-yl)(chloro)palladium), C1(CCCCC1)P(C1=C(C=CC=C1)C1=C(C=C(C=C1C(C)C)C(C)C)C(C)C)C1CCCCC1.NC1=C(C=CC=C1)C1=C(C=CC=C1)[Pd]Cl (dicyclohexyl(2′,4′,6′-triisopropylbiphenyl-2-yl)phosphine (2′-aminobiphenyl-2-yl)(chloro)palladium). Run in C1(=CC=CC=C1)C (toluene). Conditions: temperature 130 celsius, time 40 minute. Product: ClC=1C=C(CN2C(=CC3=NC(=CC=C32)N(NC(=O)OC(C)(C)C)C(=O)OC(C)(C)C)C3=CC=NN3C3OCCCC3)C=CC1 (di-tert-butyl 1-{1-(3-chlorobenzyl)-2-[1-(tetrahydro-2H-pyran-2-yl)-1H-pyrazol-5-yl]-1H-pyrrolo[3,2-b]pyridin-5-yl}hydrazine-1,2-dicarboxylate). As a reaction SMILES: Cl[C:2]1[N:7]=[C:6]2[CH:8]=[C:9]([C:19]3[N:23]([CH:24]4[CH2:29][CH2:28][CH2:27][CH2:26][O:25]4)[N:22]=[CH:21][CH:20]=3)[N:10]([CH2:11][C:12]3[CH:17]=[CH:16][CH:15]=[C:14]([Cl:18])[CH:13]=3)[C:5]2=[CH:4][CH:3]=1.[NH:30]([C:39]([O:41][C:42]([CH3:45])([CH3:44])[CH3:43])=[O:40])[NH:31][C:32]([O:34][C:35]([CH3:38])([CH3:37])[CH3:36])=[O:33].C([O-])([O-])=O.[Cs+].[Cs+]>C1(C)C=CC=CC=1.C1(P(C2CCCCC2)C2C=CC=CC=2C2C(C(C)C)=CC(C(C)C)=CC=2C(C)C)CCCCC1.NC1C=CC=CC=1C1C=CC=CC=1[Pd]Cl>[Cl:18][C:14]1[CH:13]=[C:12]([CH:17]=[CH:16][CH:15]=1)[CH2:11][N:10]1[C:5]2[C:6](=[N:7][C:2]([N:30]([C:39]([O:41][C:42]([CH3:45])([CH3:44])[CH3:43])=[O:40])[NH:31][C:32]([O:34][C:35]([CH3:36])([CH3:37])[CH3:38])=[O:33])=[CH:3][CH:4]=2)[CH:8]=[C:9]1[C:19]1[N:23]([CH:24]2[CH2:29][CH2:28][CH2:27][CH2:26][O:25]2)[N:22]=[CH:21][CH:20]=1 |f:2.3.4,6.7|. Procedure: 5-Chloro-1-(3-chlorobenzyl)-2-[1-(tetrahydro-2H-pyran-2-yl)-1H-pyrazol-5-yl]-1H-pyrrolo[3,2-b]pyridine (0.87 g, 1.8 mmol, from Step 3), di-tert-butyl hydrazine-1,2-dicarboxylate (0.64 g, 2.7 mmol, Aldrich) and Cs2CO3 (0.90 g, 2.7 mmol, Aldrich) were combined in toluene (16 mL) and dicyclohexyl(2′,4′,6′-triisopropylbiphenyl-2-yl)phosphine-(2′-aminobiphenyl-2-yl)(chloro)palladium (1:1) (0.14 g, 0.18 mmol, Aldrich) was added. The mixture was degassed by a stream of nitrogen through the solution for... Reactants: BrCC1=NC2=CC=CC=C2C(N1)=O (2-(bromomethyl)-quinazolin-4(3H)-one), ClC=1C(=CC(=C(C1)CCC1(CC(CC(O1)=O)=O)C1CCCC1)OC)OC (6-[2-(5-chloro-2,4-dimethoxyphenyl)ethyl]-6-cyclopentyldihydro-2H-pyran-2,4(3H)-dione). Procedure: The title compound was prepared as described in Example B(53), using 2-(bromomethyl)-quinazolin-4(3H)-one (Example B(55), Step 1) in place of 5-(chloromethyl)-1,3-dimethyl-1H-1,2,4-triazole, and using 6-[2-(5-chloro-2,4-dimethoxyphenyl)ethyl]-6-cyclopentyldihydro-2H-pyran-2,4(3H)-dione in place of 6-[2-(3-chloro-4-methoxyphenyl)ethyl]-6-cyclopentyldihydro-2H-pyran-2,4(3H)-dione. Yield: 19%. The yield is 19.0%. The product is ClC=1C(=CC(=C(C1)CCC1(CC(=C(C(O1)=O)CC1=NC2=CC=CC=C2C(N1)=O)O)C1CCCC1)OC)OC (2-({6-[2-(5-Chloro-2,4-dimethoxyphenyl)ethyl]-6-cyclopentyl-4-hydroxy-2-oxo-5,6-dihydro-2H-pyran-3-yl}methyl)quinazolin-4(3H)-one). RXN SMILES: Br[CH2:2][C:3]1[NH:12][C:11](=[O:13])[C:10]2[C:5](=[CH:6][CH:7]=[CH:8][CH:9]=2)[N:4]=1.[Cl:14][C:15]1[C:16]([O:38][CH3:39])=[CH:17][C:18]([O:36][CH3:37])=[C:19]([CH2:21][CH2:22][C:23]2([CH:31]3[CH2:35][CH2:34][CH2:33][CH2:32]3)[O:28][C:27](=[O:29])[CH2:26][C:25](=[O:30])[CH2:24]2)[CH:20]=1>>[Cl:14][C:15]1[C:16]([O:38][CH3:39])=[CH:17][C:18]([O:36][CH3:37])=[C:19]([CH2:21][CH2:22][C:23]2([CH:31]3[CH2:35][CH2:34][CH2:33][CH2:32]3)[O:28][C:27](=[O:29])[C:26]([CH2:2][C:3]3[NH:12][C:11](=[O:13])[C:10]4[C:5](=[CH:6][CH:7]=[CH:8][CH:9]=4)[N:4]=3)=[C:25]([OH:30])[CH2:24]2)[CH:20]=1. The reactants are Cl (HCl), CS(=O)(=O)O.NCC=1C=C2CN(C(C2=CC1)=O)C1C(NC(CC1)=O)=O (3-(5-aminomethyl-1-oxo-1,3-dihydro-isoindol-2-yl)-piperidine-2,6-dione methanesulfonate), C(C)OC1=CC=C(C(=O)Cl)C=C1 (4-ethoxybenzoyl chloride), TEA. Run in C(C)#N (acetonitrile). Reaction conditions: time 2 hour. Yields the product O=C1NC(CCC1N1C(C2=CC=C(C=C2C1)CNC(C1=CC=C(C=C1)OCC)=O)=O)=O (N-[2-(2,6-dioxo-piperidin-3-yl)-1-oxo-2,3-dihydro-1H-isoindol-5-ylmethyl]-4-ethoxy-benzamide). The yield is 44.1%. RXN SMILES: CS(O)(=O)=O.[NH2:6][CH2:7][C:8]1[CH:9]=[C:10]2[C:14](=[CH:15][CH:16]=1)[C:13](=[O:17])[N:12]([CH:18]1[CH2:23][CH2:22][C:21](=[O:24])[NH:20][C:19]1=[O:25])[CH2:11]2.[CH2:26]([O:28][C:29]1[CH:37]=[CH:36][C:32]([C:33](Cl)=[O:34])=[CH:31][CH:30]=1)[CH3:27].Cl>C(#N)C>[O:25]=[C:19]1[CH:18]([N:12]2[CH2:11][C:10]3[C:14](=[CH:15][CH:16]=[C:8]([CH2:7][NH:6][C:33](=[O:34])[C:32]4[CH:31]=[CH:30][C:29]([O:28][CH2:26][CH3:27])=[CH:37][CH:36]=4)[CH:9]=3)[C:13]2=[O:17])[CH2:23][CH2:22][C:21](=[O:24])[NH:20]1 |f:0.1|. Procedure details: To a stirred mixture of 3-(5-aminomethyl-1-oxo-1,3-dihydro-isoindol-2-yl)-piperidine-2,6-dione methanesulfonate (0.50 g, 1.4 mmol) and 4-ethoxybenzoyl chloride (0.26 g, 1.4 mmol) in acetonitrile (30 mL) at 0° C. was added TEA (0.28 g, 2.8 mmol) dropwise over 10 min. The mixture was stirred at ambient temperature for 2 h and then 10% aqueous HCl solution (30 mL) was added. The solid precipitate was filtered and purified by column chromatography (C18 reverse phase column). The product fractions we... Starting materials: C(=O)C1=C(C(=C(N1)C)C(=O)O)C (5-Formyl-2,4-dimethyl-1H-pyrrole-3-carboxylic acid), N1(N=NC=C1)CCN (2-[1,2,3]triazol-1-yl-ethylamine). Yields the product N1(N=NC=C1)CCNC(=O)C1=C(NC(=C1C)C=O)C (5-formyl-2,4-dimethyl-1H-pyrrole-3-carboxylic acid (2-[1,2,3]triazol-1-yl-ethyl)-amide). Isolated yield 97.6%. As a reaction SMILES: [CH:1]([C:3]1[NH:7][C:6]([CH3:8])=[C:5]([C:9]([OH:11])=O)[C:4]=1[CH3:12])=[O:2].[N:13]1([CH2:18][CH2:19][NH2:20])[CH:17]=[CH:16][N:15]=[N:14]1>>[N:13]1([CH2:18][CH2:19][NH:20][C:9]([C:5]2[C:4]([CH3:12])=[C:3]([CH:1]=[O:2])[NH:7][C:6]=2[CH3:8])=[O:11])[CH:17]=[CH:16][N:15]=[N:14]1. Reported procedure: 5-Formyl-2,4-dimethyl-1H-pyrrole-3-carboxylic acid (2 g, 11.96 mmol) reacted with 2-[1,2,3]triazol-1-yl-ethylamine (2.66 g, 14.36 mmol) to give 3.05 g (98%) of 5-formyl-2,4-dimethyl-1H-pyrrole-3-carboxylic acid (2-[1,2,3]triazol-1-yl-ethyl)-amide. The reactants are ClC1=CC=CC=C1C(=O)OO (chloroperbenzoic acid), CC1=NC=C(C=C1)COC(C)=O (2-Methyl-5-acetoxymethylpyridine). Run in C(Cl)(Cl)Cl (chloroform). Product: CC1=[N+](C=C(C=C1)COC(C)=O)[O-] (2-methyl-5-acetoxymethylpyridine-N-oxide). Reaction SMILES: [CH3:1][C:2]1[CH:7]=[CH:6][C:5]([CH2:8][O:9][C:10](=[O:12])[CH3:11])=[CH:4][N:3]=1.ClC1C(C(OO)=[O:21])=CC=CC=1>C(Cl)(Cl)Cl>[CH3:1][C:2]1[CH:7]=[CH:6][C:5]([CH2:8][O:9][C:10](=[O:12])[CH3:11])=[CH:4][N+:3]=1[O-:21]. Reported procedure: 2-Methyl-5-acetoxymethylpyridine (0.05 mole) is stirred in 50 ml. of chloroform at 15° C. while chloroperbenzoic acid (0.06 mole) is added over 10 min. The solution is extracted with saturated sodium bicarbonate solution (3×20 ml.) and 2×20 ml. of water. The chloroform is dried over magnesium sulfate, and concentrated to dryness to give 2-methyl-5-acetoxymethylpyridine-N-oxide. The reactants are O=C([O-])O, CCOC(C)=O, COc1cc(C=Cc2nc(C(=O)NCCCl)c(-c3ccc(F)cc3)[nH]2)ccc1-n1cnc(C)c1, [H-], [Na+], [Na+], CN(C)C=O, O. Product: COc1cc(C=Cc2nc(-c3ccc(F)cc3)c3n2CCNC3=O)ccc1-n1cnc(C)c1. RXN SMILES: [C:44](=[O:45])([OH:46])[O-:47].[CH3:37][CH2:38][O:39][C:40](=[O:41])[CH3:42].[Cl:3][CH2:4][CH2:5][NH:6][C:7](=[O:8])[c:9]1[n:10][c:11]([CH:21]=[CH:22][c:23]2[cH:24][c:25]([O:35][CH3:36])[c:26](-[n:29]3[cH:30][n:31][c:32]([CH3:34])[cH:33]3)[cH:27][cH:28]2)[nH:12][c:13]1-[c:14]1[cH:15][cH:16][c:17]([F:20])[cH:18][cH:19]1.[H-:1].[Na+:2].[Na+:48].[O:49]=[CH:50][N:51]([CH3:52])[CH3:53].[OH2:43]>>[CH2:4]1[CH2:5][NH:6][C:7](=[O:8])[c:9]2[n:10]1[c:11]([CH:21]=[CH:22][c:23]1[cH:24][c:25]([O:35][CH3:36])[c:26](-[n:29]3[cH:30][n:31][c:32]([CH3:34])[cH:33]3)[cH:27][cH:28]1)[n:12][c:13]2-[c:14]1[cH:15][cH:16][c:17]([F:20])[cH:18][cH:19]1. The reactants are CC(C)(C)OC(=O)N1CCC(=C(Br)c2ccccc2)CC1, COc1ncc(OC)c2c(C(=O)C(=O)O)c[nH]c12, CCN(C(C)C)C(C)C. Yields the product COc1ncc(OC)c2c(C(=O)C(=O)N3CCC(=C(Br)c4ccccc4)CC3)c[nH]c12. Reaction SMILES: [C:1]([O:2][C:6](=[O:7])[N:8]1[CH2:9][CH2:10][C:11](=[C:14]([c:15]2[cH:16][cH:17][cH:18][cH:19][cH:20]2)[Br:21])[CH2:12][CH2:13]1)([CH3:3])([CH3:4])[CH3:5].[CH3:22][O:23][c:24]1[c:25]2[c:26]([C:35]([C:36]([OH:37])=[O:38])=[O:39])[cH:27][nH:28][c:29]2[c:30]([O:33][CH3:34])[n:31][cH:32]1.[CH:40]([N:41]([CH2:42][CH3:43])[CH:44]([CH3:45])[CH3:46])([CH3:47])[CH3:48]>>[C:6](=[O:7])([N:8]1[CH2:9][CH2:10][C:11](=[C:14]([c:15]2[cH:16][cH:17][cH:18][cH:19][cH:20]2)[Br:21])[CH2:12][CH2:13]1)[C:35]([c:26]1[c:25]2[c:24]([O:23][CH3:22])[cH:32][n:31][c:30]([O:33][CH3:34])[c:29]2[nH:28][cH:27]1)=[O:39].